Dataset: the Open Reaction Database (ORD), a public repository of structured organic reaction records. Task: describe an organic reaction: reactants, conditions, products, and yield Reactants: OC1=CC=C(C(=O)C(CC(=O)O)C)C=C1 ((±)-3-(4'-hydroxybenzoyl)-3-methylpropanoic acid), O.NN (hydrazine monohydrate). Run in CC(C)O (2-propanol). Reaction conditions: temperature 65 celsius, time 1 hour. Yields the product OC1=CC=C(C=C1)C=1C(CC(NN1)=O)C ((±)-4,5-dihydro-6-(4'-hydroxyphenyl)-5-methyl-3(2H)-pyridazinone). Isolated yield 83.0%. As a reaction SMILES: [OH:1][C:2]1[CH:15]=[CH:14][C:5]([C:6]([CH:8]([CH3:13])[CH2:9][C:10](O)=[O:11])=O)=[CH:4][CH:3]=1.O.[NH2:17][NH2:18]>CC(O)C>[OH:1][C:2]1[CH:15]=[CH:14][C:5]([C:6]2[CH:8]([CH3:13])[CH2:9][C:10](=[O:11])[NH:17][N:18]=2)=[CH:4][CH:3]=1 |f:1.2|. Reported procedure: A 1 1 three-necked round-bottomed flask equipped with a condenser connected to a gas inlet, a glass rod air driven stirrer and a thermometer was charged with 63.8 g, (306 mmol) of (±)-3-(4'-hydroxybenzoyl)-3-methylpropanoic acid from Example H and 2-propanol (400 ml) at 40° C. The solution was placed under an atmosphere of nitrogen and heated to 65° C. Then hydrazine monohydrate (45 ml, 2.2 mol) was added dropwise over 10 min. The reaction mixture was heated to 80-81° C. (reflux), stirred for 1 ... Reactants: FC(C(=O)O)(F)F.BrC=1C=C(OC=2C(=NC=CC2C)NN)C=C(C1)Cl (3-(3-bromo-5-chlorophenoxy)-2-hydrazino-4-methylpyridine trifluoroacetate), [Cl-].[NH4+].N1N=C(C=2C1=NC=CC2)CC(=O)O (1H-pyrazolo[3,4-b]pyridin-3-ylacetic acid compound with ammonium chloride), C1=CC2=C(N=C1)N(N=N2)O (HOAT), TEA, C(CCl)Cl (EDC). RXN SMILES: FC(F)(F)C(O)=O.[Br:8][C:9]1[CH:10]=[C:11]([CH:22]=[C:23]([Cl:25])[CH:24]=1)[O:12][C:13]1[C:14]([NH:20][NH2:21])=[N:15][CH:16]=[CH:17][C:18]=1[CH3:19].[Cl-].[NH4+].[NH:28]1[C:32]2=[N:33][CH:34]=[CH:35][CH:36]=[C:31]2[C:30]([CH2:37][C:38](O)=[O:39])=[N:29]1.C1C=NC2N(O)N=NC=2C=1.C(Cl)CCl>CN(C=O)C>[Br:8][C:9]1[CH:10]=[C:11]([CH:22]=[C:23]([Cl:25])[CH:24]=1)[O:12][C:13]1[C:14]([NH:20][NH:21][C:38](=[O:39])[CH2:37][C:30]2[C:31]3[C:32](=[N:33][CH:34]=[CH:35][CH:36]=3)[NH:28][N:29]=2)=[N:15][CH:16]=[CH:17][C:18]=1[CH3:19] |f:0.1,2.3.4|. Reaction conditions: time 2 hour. Yields the product BrC=1C=C(OC=2C(=NC=CC2C)NNC(CC2=NNC3=NC=CC=C32)=O)C=C(C1)Cl (N′-[3-(3-bromo-5-chlorophenoxy)-4-methylpyridin-2-yl]-2-(1H-pyrazolo[3,4-b]pyridin-3-yl)acetohydrazide). Procedure details: To a solution of 3-(3-bromo-5-chlorophenoxy)-2-hydrazino-4-methylpyridine trifluoroacetate (112 mg, 0.253 mmol), 1H-pyrazolo[3,4-b]pyridin-3-ylacetic acid compound with ammonium chloride (1:1), (67.6 mg, 0.253 mmol), HOAT (6.89 mg, 0.051 mmol) and TEA (106 μL, 0.759 mmol) in DMF (1 mL) was added EDC (58.2 mg, 0.304 mmol) and the resulting mixture was stirred for 2 hours. The mixture was then filtered and purified on a Luna column (10μ, C18, 250×21.2 cm) eluting with 5-95% ACN/water with 0.1% TFA... Run in CN(C)C=O (DMF). Starting materials: C, COC(=O)c1ccc(-c2ccccc2)cc1NC(=O)c1cc(C2CCN(C)CC2)ccc1OCc1ccccc1, CO, [Pd]. Reaction SMILES: [C:41].[CH2:1]([c:2]1[cH:3][cH:4][cH:5][cH:6][cH:7]1)[O:8][c:9]1[c:10]([C:11](=[O:12])[NH:13][c:14]2[c:15]([C:16](=[O:17])[O:18][CH3:19])[cH:20][cH:21][c:22](-[c:24]3[cH:25][cH:26][cH:27][cH:28][cH:29]3)[cH:23]2)[cH:30][c:31]([CH:34]2[CH2:35][CH2:36][N:37]([CH3:40])[CH2:38][CH2:39]2)[cH:32][cH:33]1.[CH3:43][OH:44].[Pd:42]>>[OH:8][c:9]1[c:10]([C:11](=[O:12])[NH:13][c:14]2[c:15]([C:16](=[O:17])[O:18][CH3:19])[cH:20][cH:21][c:22](-[c:24]3[cH:25][cH:26][cH:27][cH:28][cH:29]3)[cH:23]2)[cH:30][c:31]([CH:34]2[CH2:35][CH2:36][N:37]([CH3:40])[CH2:38][CH2:39]2)[cH:32][cH:33]1. The product is COC(=O)c1ccc(-c2ccccc2)cc1NC(=O)c1cc(C2CCN(C)CC2)ccc1O. Starting materials: ClC1=CC=C(C=C1)C1(CCC1)C=1N=C(SC1)NCCCN(CC)CC (N′-{4-[1-(4-chlorophenyl)cyclobutyl]thiazol-2-yl}-N,N-diethylpropane-1,3-diamine), C(CC(O)(C(=O)O)CC(=O)O)(=O)O (citric acid). The solvent is CO (methanol), O (water). The product is C(CC(O)(C(=O)O)CC(=O)O)(=O)O.ClC1=CC=C(C=C1)C1(CCC1)C=1N=C(SC1)NCCCN(CC)CC (N′-{4-[1-(4-chlorophenyl)cyclobutyl]thiazol-2-yl}-N,N-diethylpropane-1,3-diamine citrate salt). RXN SMILES: [Cl:1][C:2]1[CH:7]=[CH:6][C:5]([C:8]2([C:12]3[N:13]=[C:14]([NH:17][CH2:18][CH2:19][CH2:20][N:21]([CH2:24][CH3:25])[CH2:22][CH3:23])[S:15][CH:16]=3)[CH2:11][CH2:10][CH2:9]2)=[CH:4][CH:3]=1.[C:26]([OH:38])(=[O:37])[CH2:27][C:28]([CH2:33][C:34]([OH:36])=[O:35])([C:30]([OH:32])=[O:31])[OH:29]>CO.O>[C:26]([OH:38])(=[O:37])[CH2:27][C:28]([CH2:33][C:34]([OH:36])=[O:35])([C:30]([OH:32])=[O:31])[OH:29].[Cl:1][C:2]1[CH:7]=[CH:6][C:5]([C:8]2([C:12]3[N:13]=[C:14]([NH:17][CH2:18][CH2:19][CH2:20][N:21]([CH2:22][CH3:23])[CH2:24][CH3:25])[S:15][CH:16]=3)[CH2:11][CH2:10][CH2:9]2)=[CH:4][CH:3]=1 |f:4.5|. Reported procedure: A solution of N′-{4-[1-(4-chlorophenyl)cyclobutyl]thiazol-2-yl}-N,N-diethylpropane-1,3-diamine, 19, (78.9 mg, 0.209 mmol) and citric acid (40.2 mg, 0.209 mmol) in methanol (10 mL) was concentrated to give a colorless oil. The oil was dissolved in water (10 mL) and lyophilized to give N′-{4-[1-(4-chlorophenyl)cyclobutyl]thiazol-2-yl}-N,N-diethylpropane-1,3-diamine citrate salt, 20, as a white powder. Reactants: CCNCC, CCO, C[Si](C)(C)CC[Si](C)(C)CCCOCC1CO1. Product: CCN(CC)CC(O)COCCC[Si](C)(C)CC[Si](C)(C)C. RXN SMILES: [CH2:1]([CH3:2])[NH:3][CH2:4][CH3:5].[CH3:23][CH2:24][OH:25].[CH3:6][Si:7]([CH2:8][CH2:9][CH2:10][O:11][CH2:12][CH:13]1[O:14][CH2:15]1)([CH2:16][CH2:17][Si:18]([CH3:19])([CH3:20])[CH3:21])[CH3:22]>>[CH2:1]([CH3:2])[N:3]([CH2:4][CH3:5])[CH2:15][CH:13]([CH2:12][O:11][CH2:10][CH2:9][CH2:8][Si:7]([CH3:6])([CH2:16][CH2:17][Si:18]([CH3:19])([CH3:20])[CH3:21])[CH3:22])[OH:14]. The reactants are ClC=1C=[N+](C=C(C1C[C@H](OC(=O)OC1=CC=C(C=C1)[N+](=O)[O-])C1=CC(=C(C=C1)OC(F)F)OCC1CC1)Cl)[O-] ((S)-3,5-dichloro-4-(2-(3-(cyclopropylmethoxy)-4-(difluoromethoxy)phenyl)-2-((4-nitrophenoxy)carbonyloxy)ethyl)pyridine 1-oxide), COC=1C=C(C=CC1OC)CN ((3,4-dimethoxyphenyl)methanamine), IC (iodomethane), [H-].[Na+] (NaH). Run in C1CCOC1 (THF). Reaction conditions: time 2 hour. Product: ClC=1C=[N+](C=C(C1C[C@H](OC(N(C)CC1=CC(=C(C=C1)OC)OC)=O)C1=CC(=C(C=C1)OC(F)F)OCC1CC1)Cl)[O-] ((S)-3,5-dichloro-4-(2-(3-(cyclopropylmethoxy)-4-(difluoromethoxy)phenyl)-2-((3,4-dimethoxybenzyl)(methyl)carbamoyloxy)-ethyl)pyridine 1-oxide). Isolated yield 29.9%. Reaction SMILES: [Cl:1][C:2]1[CH:3]=[N+:4]([O-:39])[CH:5]=[C:6]([Cl:38])[C:7]=1[CH2:8][C@@H:9]([C:23]1[CH:28]=[CH:27][C:26]([O:29][CH:30]([F:32])[F:31])=[C:25]([O:33][CH2:34][CH:35]2[CH2:37][CH2:36]2)[CH:24]=1)[O:10][C:11](OC1C=CC([N+]([O-])=O)=CC=1)=[O:12].[CH3:40][O:41][C:42]1[CH:43]=[C:44]([CH2:50][NH2:51])[CH:45]=[CH:46][C:47]=1[O:48][CH3:49].[H-].[Na+].I[CH3:55]>C1COCC1>[Cl:1][C:2]1[CH:3]=[N+:4]([O-:39])[CH:5]=[C:6]([Cl:38])[C:7]=1[CH2:8][C@@H:9]([C:23]1[CH:28]=[CH:27][C:26]([O:29][CH:30]([F:31])[F:32])=[C:25]([O:33][CH2:34][CH:35]2[CH2:36][CH2:37]2)[CH:24]=1)[O:10][C:11](=[O:12])[N:51]([CH2:50][C:44]1[CH:45]=[CH:46][C:47]([O:48][CH3:49])=[C:42]([O:41][CH3:40])[CH:43]=1)[CH3:55] |f:2.3|. Reported procedure: To a stirred solution of (S)-3,5-dichloro-4-(2-(3-(cyclopropylmethoxy)-4-(difluoromethoxy)phenyl)-2-((4-nitrophenoxy)carbonyloxy)ethyl)pyridine 1-oxide (for reference procedure see Example 3, Step 1) (300 mg, 0.513 mmol) in dry THF (5 ml), (3,4-dimethoxyphenyl)methanamine (0.077 ml, 0.513 mmol) was added. The mixture was stirred at RT for 2 hours and then cooled to 0° C. NaH (60% w/w dispersion in mineral oil, 61.5 mg, 1.538 mmol) was added portion wise followed by iodomethane (0.080 ml, 1.281 m... The reactants are COC=1C=C(C=CC1)NC(=O)C=1C(=CC=CC1)C1=CC=CC=C1 (biphenyl-2-carboxylic acid (3-methoxy-phenyl)-amide), C([O-])([O-])=O.[K+].[K+] (potassium carbonate). The solvent is C1(=CC=CC=C1)C (toluene). Reaction conditions: time 42 hour. Yields the product C1(=C(C=CC=C1)CNC1=CC(=CC=C1)OC)C1=CC=CC=C1 (Biphenyl-2-ylmethyl-(3-methoxy-phenyl)-amine). Isolated yield 48.4%. RXN SMILES: [CH3:1][O:2][C:3]1[CH:4]=[C:5]([NH:9][C:10]([C:12]2[C:13]([C:18]3[CH:23]=[CH:22][CH:21]=[CH:20][CH:19]=3)=[CH:14][CH:15]=[CH:16][CH:17]=2)=O)[CH:6]=[CH:7][CH:8]=1.C(=O)([O-])[O-].[K+].[K+]>C1(C)C=CC=CC=1>[C:13]1([C:18]2[CH:23]=[CH:22][CH:21]=[CH:20][CH:19]=2)[CH:14]=[CH:15][CH:16]=[CH:17][C:12]=1[CH2:10][NH:9][C:5]1[CH:6]=[CH:7][CH:8]=[C:3]([O:2][CH3:1])[CH:4]=1 |f:1.2.3|. Procedure: A solution of borane-dimethylsulfide complex (2.0 M, 9 mL, 18 mmol) was added to a solution of biphenyl-2-carboxylic acid (3-methoxy-phenyl)-amide (3.03 g 10 mmol) in toluene (10 mL). The reaction mixture was refluxed and stirred for 42 hours. The reaction mixture was cooled to room temperature, 10% aqueous potassium carbonate (10 mL) was added, and the reaction mixture was vigorously stirred for 30 minutes. Extraction of the aqueous layer with ethyl acetate followed by concentration gave the cr... Reactants: C1=CSC=2C(C3=C(CCC12)C=CC=C3)=O (9,10-dihydro-3-thia-benzo[f]azulene-4-one), ClC1=C(C[Mg]Cl)C=CC(=C1)Cl (2,4-dichlorobenzyl magnesium chloride). The solvent is C1CCOC1 (THF). Product: ClC1=C(C=C2C=3SC=CC3CCC3=C2C=CC=C3)C=CC(=C1)Cl (4-(2,4-Dichloro-benzylidene)-9,10-dihydro-4H-3-thia-benzo[f]azulene). Yield: 32.4%. As a reaction SMILES: [CH:1]1[C:10]2[CH2:9][CH2:8][C:7]3[CH:11]=[CH:12][CH:13]=[CH:14][C:6]=3[C:5](=O)[C:4]=2[S:3][CH:2]=1.[Cl:16][C:17]1[CH:25]=[C:24]([Cl:26])[CH:23]=[CH:22][C:18]=1[CH2:19][Mg]Cl>C1COCC1>[Cl:16][C:17]1[CH:25]=[C:24]([Cl:26])[CH:23]=[CH:22][C:18]=1[CH:19]=[C:5]1[C:6]2[CH:14]=[CH:13][CH:12]=[CH:11][C:7]=2[CH2:8][CH2:9][C:10]2[CH:1]=[CH:2][S:3][C:4]1=2. Procedure details: Following the procedures essentially as described in Example 238 and using 9,10-dihydro-3-thia-benzo[f]azulene-4-one (23.3 mg, 0.108 mmol) and solution of 2,4-dichlorobenzyl magnesium chloride (0.325 mmol) in THF provides, after dehydration, 12.5 mg (32%) of the title compound as a 3:1 mixture of E- and Z-isomers: 1H NMR (CDCl3) δ 2.88-3.40 (m, 4 H), 6.26 (d, J=4.8 Hz, 1/4 H), 6.50 (d, J=8.2 Hz, 3/4 H); 6.63 (s, 1/4 H, Z), 6.74 (s, 3/4 H), 6.76 (td, J=8.6 Hz, 2.0 Hz, 3/4 H), 6.88 (td, J=8.2 Hz, ...